describe an organic reaction: reactants, conditions, products, and yield From a dataset of the Open Reaction Database (ORD), a public repository of structured organic reaction records. Reactants: ice water, [Cl-].[Al+3].[Cl-].[Cl-] (aluminum chloride), resultant mixture, C(CCCCCCC)C1C(C2=CC=CC=C2C1)=O (2-octyl-1-indanone), [H-].[Al+3].[Li+].[H-].[H-].[H-] (lithium aluminum hydride). Run in O1CCCC1 (tetrahydrofuran), O1CCCC1 (THF), O1CCCC1 (THF). Yields the product C(CCCCCCC)C1CC2=CC=CC=C2C1 (2-octylindan). The yield is 98.6%. Reaction SMILES: [Cl-].[Al+3].[Cl-].[Cl-].[H-].[Al+3].[Li+].[H-].[H-].[H-].[CH2:11]([CH:19]1[CH2:27][C:26]2[C:21](=[CH:22][CH:23]=[CH:24][CH:25]=2)[C:20]1=O)[CH2:12][CH2:13][CH2:14][CH2:15][CH2:16][CH2:17][CH3:18]>O1CCCC1>[CH2:11]([CH:19]1[CH2:27][C:26]2[C:21](=[CH:22][CH:23]=[CH:24][CH:25]=2)[CH2:20]1)[CH2:12][CH2:13][CH2:14][CH2:15][CH2:16][CH2:17][CH3:18] |f:0.1.2.3,4.5.6.7.8.9|. Procedure details: Then, 1140 ml of tetrahydrofuran (THF) was placed in a 3 liter-reaction vessel. Under stirring, 361.4 g (2.7M) of anhydrous aluminum chloride was added to the above THF in 25 minutes below 20° C. To the mixture, 34.3 g (9.03×10-1M) of lithium aluminum hydride was added in 10 minutes below 20° C. Further, to the resultant mixture, a solution of 100 g (4.1×10-1M) of the above-prepared 2-octyl-1-indanone in 430 ml of THF was added dropwise in 40 minutes below 5° C., followed by stirring for 30 minu...